From a dataset of the Open Reaction Database (ORD), a public repository of structured organic reaction records. describe an organic reaction: reactants, conditions, products, and yield Reactants: C(C)(=O)O[C@H]1[C@@H](O[C@@H]([C@H]1OC(C)=O)C)N1C(=O)N=C(NC(=O)OCCC)C(=C1)F (2',3'-di-O-acetyl-5'-deoxy-5-fluoro-N4 -(propoxycarbonyl)cytidine), [OH-].[Na+] (NaOH), Cl (HCl), CO (MeOH). Run in C(Cl)Cl (CH2Cl2). The product is FC=1C(=NC(N([C@H]2[C@H](O)[C@H](O)[C@@H](C)O2)C1)=O)NC(=O)OCCC (5'-deoxy-5-fluoro-N4 -(propoxycarbonyl)cytidine). RXN SMILES: C([O:4][C@@H:5]1[C@H:9]([O:10]C(=O)C)[C@@H:8]([CH3:14])[O:7][C@H:6]1[N:15]1[CH:28]=[C:27]([F:29])[C:19]([NH:20][C:21]([O:23][CH2:24][CH2:25][CH3:26])=[O:22])=[N:18][C:16]1=[O:17])(=O)C.[OH-].[Na+].CO.Cl>C(Cl)Cl>[F:29][C:27]1[C:19]([NH:20][C:21]([O:23][CH2:24][CH2:25][CH3:26])=[O:22])=[N:18][C:16](=[O:17])[N:15]([CH:28]=1)[C@@H:6]1[O:7][C@H:8]([CH3:14])[C@@H:9]([OH:10])[C@H:5]1[OH:4] |f:1.2|. Reported procedure: To a solution of 2',3'-di-O-acetyl-5'-deoxy-5-fluoro-N4 -(propoxycarbonyl)cytidine (2.5 g) in CH2Cl2 (17 ml) was added dropwise 1N NaOH (17 ml) with stirring and cooling with ice bath. After stirring for 1 hr at 0° C., MeOH (0.9 ml) was added to the mixture. And pH of the reaction mixture was adjusted to 6 by the addition of concentrated HCl and partitioned. The aqueous layer was extracted with a mixed solvent of CH2Cl2 /MeOH(95/5) successively (40 ml×10). The combined organic layers were dried ... Starting materials: NC1=CC=CC2=C1NC(CO2)CO ((5-Amino-3,4-dihydro-2H-benzo[1,4]oxazin-3-yl)-methanol), C(C)(=O)O (acetic acid). Reaction conditions: temperature 95 celsius, time 8 hour. Yields the product CC1=NC=2C=CC=C3OCC(N1C23)CO ((2-Methyl-3,4-dihydro-5-oxa-1,2a-diaza-acenaphthylen-3-yl)-methanol). RXN SMILES: [NH2:1][C:2]1[C:7]2[NH:8][CH:9]([CH2:12][OH:13])[CH2:10][O:11][C:6]=2[CH:5]=[CH:4][CH:3]=1.[C:14](O)(=O)[CH3:15]>>[CH3:14][C:15]1[N:8]2[C:7]3[C:6]([O:11][CH2:10][CH:9]2[CH2:12][OH:13])=[CH:5][CH:4]=[CH:3][C:2]=3[N:1]=1. Reported procedure: (5-Amino-3,4-dihydro-2H-benzo[1,4]oxazin-3-yl)-methanol (11.8 g, 21.0 mmole) was dissolved in acetic acid (400 mL) and the resulting mixture was stirred at 95° C. overnight. After completion, the reaction was cooled to room temperature and solvent was removed under vacuum and replaced with methanol. Potassium carbonate (2 g) was added and the mixture stirred at room temperature for 1 hour. The solvent was removed and the residue partitioned between 400 mL each of methylene chloride and saturated...